Dataset: the Open Reaction Database (ORD), a public repository of structured organic reaction records. Task: describe an organic reaction: reactants, conditions, products, and yield Starting materials: COC(=O)C1CCC(c2cc(Cl)n3nccc3n2)CC1, CO, N. Product: COC(=O)C1CCC(c2cc(N)n3nccc3n2)CC1. RXN SMILES: [CH3:1][O:2][C:3](=[O:4])[CH:5]1[CH2:6][CH2:7][CH:8]([c:11]2[n:12][c:13]3[n:14]([c:15]([Cl:17])[cH:16]2)[n:18][cH:19][cH:20]3)[CH2:9][CH2:10]1.[CH3:22][OH:23].[NH3:21]>>[CH3:1][O:2][C:3](=[O:4])[CH:5]1[CH2:6][CH2:7][CH:8]([c:11]2[n:12][c:13]3[n:14]([c:15]([NH2:21])[cH:16]2)[n:18][cH:19][cH:20]3)[CH2:9][CH2:10]1. Starting materials: O(C1=CC=CC=C1)C=1C=C2C(C(=O)N(C2=O)C)=CC1 (4-phenoxy-N-methylphthalimide), C1(C=2C(C(=O)O1)=CC=CC2)=O (phthalic anhydride). Yields the product CN1C(C=2C(C1=O)=CC=CC2)=O (N-methylphthalimide). RXN SMILES: O([C:8]1[CH:9]=[C:10]2[C:15](=[O:16])[N:14]([CH3:17])[C:12](=[O:13])[C:11]2=[CH:18][CH:19]=1)C1C=CC=CC=1.C1(=O)OC(=O)C2=CC=CC=C12>>[CH3:17][N:14]1[C:12](=[O:13])[C:11]2=[CH:18][CH:19]=[CH:8][CH:9]=[C:10]2[C:15]1=[O:16]. Procedure: The above results show that an exchange occurred between 4-phenoxy-N-methylphthalimide and phthalic anhydride, resulting in a 46% yield of N-methylphthalimide and a 64% yield of 4-phenoxyphthalic anhydride or acid. This conversion of 4-phenoxy-N-methylphthalimide to 4-phenoxyphthalic anhydride was achieved in a direct manner without any requirement for converting the 4-phenoxy-N-methylphthalimide to the corresponding hydrazide or the base hydrolysis thereof, resulting in the production of metal ... Isolated yield 46.0%. Reactants: C(=O)(OC)C=1C(CCN2CC(CCC12)C1=CC=CC=C1)=O (1-Carbomethoxy-7-phenyl-3,4,6,7,8,9-hexahydro-2-quinolizone), C(Cl)(Cl)Cl (CHCl3), [H-].[H-].[H-].[H-].[Li+].[Al+3] (LiAlH4), C1CCOC1 (THF). Solvent: CCOCC (ether). Run at time 1 hour. The product is C(=O)(OC)C1C(CCN2CC(CCC12)C1=CC=CC=C1)=O (1-Carbomethoxy-7-phenylquinolizidin-2-one). Yield: 44.9%. As a reaction SMILES: [C:1]([C:5]1[C:6](=[O:21])[CH2:7][CH2:8][N:9]2[C:14]=1[CH2:13][CH2:12][CH:11]([C:15]1[CH:20]=[CH:19][CH:18]=[CH:17][CH:16]=1)[CH2:10]2)([O:3][CH3:4])=[O:2].[H-].[H-].[H-].[H-].[Li+].[Al+3].C1COCC1.C(Cl)(Cl)Cl>CCOCC>[C:1]([CH:5]1[CH:14]2[N:9]([CH2:10][CH:11]([C:15]3[CH:20]=[CH:19][CH:18]=[CH:17][CH:16]=3)[CH2:12][CH2:13]2)[CH2:8][CH2:7][C:6]1=[O:21])([O:3][CH3:4])=[O:2] |f:1.2.3.4.5.6|. Procedure: Compound I (15.1 g.) was suspended in ether and LiAlH4 (1.5 g.; 0.75 equiv.) was added portionwise at room temperature. The mixture was stirred for 1 hr. at room temperature. The mixture was treated with wet THF and the mixture filtered. The filtrate was treated with CHCl3 /H2O, the CHCl3 separated, dried and the solvent removed in vacuo. Yield, 9 g. The filter-cake was stirred repeatedly with CHCl3 and an additional 4.1 g. of material was obtained. The 13.1 g. was chromatographed on a silica ge... The reactants are ClC1=CC=C(C=C1)C1(OC1)C(C)(C)N1N=CN=C1 (2-(4-chlorophenyl)-2-[2-(1H-1,2,4-triazol-1-yl)prop-2-yl]oxirane), N1N=CN=C1 (1,2,4-triazole), C([O-])([O-])=O.[K+].[K+] (potassium carbonate). The solvent is CN(C=O)C (dimethylformamide). Yields the product N1(N=CN=C1)CC(C(C)(C)N1N=CN=C1)(O)C1=CC=C(C=C1)Cl (1,3-Bis(1H-1,2,4-triazol-1-yl)-2-(4-chlorophenyl)-3-methylbutan-2-ol). The yield is 71.0%. RXN SMILES: [Cl:1][C:2]1[CH:7]=[CH:6][C:5]([C:8]2([C:11]([N:14]3[CH:18]=[N:17][CH:16]=[N:15]3)([CH3:13])[CH3:12])[CH2:10][O:9]2)=[CH:4][CH:3]=1.[NH:19]1[CH:23]=[N:22][CH:21]=[N:20]1.C(=O)([O-])[O-].[K+].[K+]>CN(C)C=O>[N:19]1([CH2:10][C:8]([C:5]2[CH:6]=[CH:7][C:2]([Cl:1])=[CH:3][CH:4]=2)([OH:9])[C:11]([N:14]2[CH:18]=[N:17][CH:16]=[N:15]2)([CH3:13])[CH3:12])[CH:23]=[N:22][CH:21]=[N:20]1 |f:2.3.4|. Reported procedure: A mixture of 2-(4-chlorophenyl)-2-[2-(1H-1,2,4-triazol-1-yl)prop-2-yl]oxirane (1.1 g.), 1,2,4-triazole (2 g.), potassium carbonate (5 g.) and dry dimethylformamide (25 ml.) was heated at 80° under a nitrogen atmosphere for 16 hours. The reaction mixture was then cooled, filtered, washed with xylene and the filtrate was evaporated in vacuo. The residue was azeotroped with xylene (2×30 ml.) and then partitioned between methylene chloride (50 ml.) and water (50 ml.). The aqueous phase was extracted... Starting materials: CC1=NC=2C(=C3O[C@H](COC3=CC2)COS(=O)(=O)C2=CC=C(C=C2)C)O1 (Toluene-4-sulfonic acid (8R)-2-methyl-7,8-dihydro-1,6,9-trioxa-3-aza-cyclopenta[a]naphthlen-8-ylmethyl ester), FC=1C=C2C(=CNC2=CC1)[C@H]1CC[C@H](CC1)N (cis-4-(5-fluoro-1H-indol-3-yl)-cyclohexylamine). Run in CS(=O)C (DMSO). Conditions: temperature 80 celsius. Product: FC=1C=C2C(=CNC2=CC1)[C@H]1CC[C@H](CC1)NC[C@@H]1OC2=C(C=CC=3N=C(OC32)C)OC1 ((cis)-4-(5-fluoro-1H-indol-3-yl)cyclohexyl-N-{[(8S)-2-methyl-7,8-dihydro[1,4]dioxino[2,3-g][1,3]benzoxazol-8-yl]methyl}amine). Isolated yield 43.0%. As a reaction SMILES: [CH3:1][C:2]1[O:26][C:5]2=[C:6]3[C:11](=[CH:12][CH:13]=[C:4]2[N:3]=1)[O:10][CH2:9][C@H:8]([CH2:14]OS(C1C=CC(C)=CC=1)(=O)=O)[O:7]3.[F:27][C:28]1[CH:29]=[C:30]2[C:34](=[CH:35][CH:36]=1)[NH:33][CH:32]=[C:31]2[C@@H:37]1[CH2:42][CH2:41][C@H:40]([NH2:43])[CH2:39][CH2:38]1>CS(C)=O>[F:27][C:28]1[CH:29]=[C:30]2[C:34](=[CH:35][CH:36]=1)[NH:33][CH:32]=[C:31]2[C@@H:37]1[CH2:42][CH2:41][C@H:40]([NH:43][CH2:14][C@H:8]2[CH2:9][O:10][C:11]3[CH:12]=[CH:13][C:4]4[N:3]=[C:2]([CH3:1])[O:26][C:5]=4[C:6]=3[O:7]2)[CH2:39][CH2:38]1. Procedure: Toluene-4-sulfonic acid (8R)-2-methyl-7,8-dihydro-1,6,9-trioxa-3-aza-cyclopenta[a]naphthlen-8-ylmethyl ester (0.52 g, 1.39 mmole) and cis-4-(5-fluoro-1H-indol-3-yl)-cyclohexylamine (0.60 g, 2.6 mmole) were combined in 10 mL of anhydrous DMSO under nitrogen. This solution was heated to 80° C. under nitrogen for 5 hours. After cooling to room temperature, the reaction was partitioned between ethyl acetate and saturated aqueous sodium bicarbonate. The organic phase was washed with brine, dried over...